Dataset: the Open Reaction Database (ORD), a public repository of structured organic reaction records. Task: describe an organic reaction: reactants, conditions, products, and yield The reactants are FC1=CC=CC=2N=C(SC21)I (7-fluoro-2-iodo-1,3-benzothiazole), FC1=C(N)C=CC=C1F (2,3-difluoroaniline), ClC1=C(N)C=C(C=C1)OC (2-chloro-5-methoxyaniline). Product: IC=1SC2=C(N1)C=C(C=C2)OC (2-Iodo-5-methoxy-1,3-benzothiazole). RXN SMILES: F[C:2]1[C:10]2[S:9][C:8]([I:11])=[N:7][C:6]=2[CH:5]=[CH:4][CH:3]=1.FC1C(F)=CC=CC=1N.ClC1C=C[C:26]([O:29]C)=CC=1N>>[I:11][C:8]1[S:9][C:10]2[CH:2]=[CH:3][C:4]([O:29][CH3:26])=[CH:5][C:6]=2[N:7]=1. Procedure details: The title compound was prepared following the route for 7-fluoro-2-iodo-1,3-benzothiazole from 2,3-difluoroaniline, starting from 2-chloro-5-methoxyaniline and conducting the first step at 150° C. for 16 h. Reactants: COC=1C=C(C(=O)C2=CC=CC=C2)C=CC1 (3-methoxybenzophenone). Run in Br (hydrobromic acid). Yields the product OC=1C=C(C(=O)C2=CC=CC=C2)C=CC1 (3-hydroxybenzophenone). Reaction SMILES: C[O:2][C:3]1[CH:4]=[C:5]([CH:14]=[CH:15][CH:16]=1)[C:6]([C:8]1[CH:13]=[CH:12][CH:11]=[CH:10][CH:9]=1)=[O:7]>Br>[OH:2][C:3]1[CH:4]=[C:5]([CH:14]=[CH:15][CH:16]=1)[C:6]([C:8]1[CH:13]=[CH:12][CH:11]=[CH:10][CH:9]=1)=[O:7]. Procedure: 0.1 mole of the 3-methoxybenzophenone thus obtained is heated under reflux for 9 hours in 100 ml of 48% hydrobromic acid. When the hydrolysis is finished the product obtained is recrystallised in a mixture of equal volumes of water and alcohol. Yield: 78%. Melting point of the product obtained: 118° C. Starting materials: c1ccccc1CCC(O)C, C(C(C(F)(F)S(=O)(=O)F)(F)F)(C(F)(F)F)(F)F (perfluorobutane-1-sulfonyl fluoride). The reagents and catalysts are N\2=C1\N(CCCCC1)CCC/2 (DBU). Run in C1CCCO1 (THF), C1CCCO1 (THF). Conditions: time 48 hour. The product is c1ccccc1CCC(F)C. Yield: 39.0%.